From a dataset of the Open Reaction Database (ORD), a public repository of structured organic reaction records. describe an organic reaction: reactants, conditions, products, and yield The reactants are ice, [OH-].[NH4+] (ammonium hydroxide), FC1=CC=C(C=2N=CNC21)C (4-fluoro-7-methylbenzimidazole), [N+](=O)(O)[O-] (nitric acid), ice. Procedure: To a cold (ice bath) solution of 4-fluoro-7-methylbenzimidazole (734 mg) in concentrated sulfuric acid (10 mL) is added dropwise concentrated nitric acid (0.22 mL) over 1 hour. The mixture is stirred an additional 15 minutes in the ice bath, then poured in a mixture of crushed ice (20 mL) and ammonium hydroxide (20 mL). The resulting mixture is extracted with ethyl acetate. The extract is dried over magnesium sulfate, filtered and rotary evaporated to afford 7-fluoro-4-methyl-5-nitrobenzimidazol... The product is FC1=CC(=C(C2=C1N=CN2)C)[N+](=O)[O-] (7-fluoro-4-methyl-5-nitrobenzimidazole). Reaction SMILES: [F:1][C:2]1[C:10]2[NH:9][CH:8]=[N:7][C:6]=2[C:5]([CH3:11])=[CH:4][CH:3]=1.[N+:12]([O-])([OH:14])=[O:13].[OH-].[NH4+]>S(=O)(=O)(O)O>[F:1][C:2]1[C:10]2[N:9]=[CH:8][NH:7][C:6]=2[C:5]([CH3:11])=[C:4]([N+:12]([O-:14])=[O:13])[CH:3]=1 |f:2.3|. Solvent: S(O)(O)(=O)=O (sulfuric acid). Reactants: FC1=C(OC2CCNCC2)C(=C(C(=C1F)F)F)F (4-(2,3,4,5,6-pentafluorophenoxy)piperidine), [N+](=O)([O-])NC(=O)N (nitrourea), O (water). Run in C(C)O (ethanol). Reaction conditions: temperature 65 celsius, time 5 hour. The product is NC(=O)N1CCC(CC1)OC1=C(C(=C(C(=C1F)F)F)F)F (1-aminocarbonyl-4-(2,3,4,5,6-pentafluorophenoxy)piperidine). Yield: 73.4%. Reaction SMILES: [F:1][C:2]1[C:14]([F:15])=[C:13]([F:16])[C:12]([F:17])=[C:11]([F:18])[C:3]=1[O:4][CH:5]1[CH2:10][CH2:9][NH:8][CH2:7][CH2:6]1.[N+]([NH:22][C:23](N)=[O:24])([O-])=O.O>C(O)C>[NH2:22][C:23]([N:8]1[CH2:9][CH2:10][CH:5]([O:4][C:3]2[C:11]([F:18])=[C:12]([F:17])[C:13]([F:16])=[C:14]([F:15])[C:2]=2[F:1])[CH2:6][CH2:7]1)=[O:24]. Procedure details: A solution of 4.0 g of 4-(2,3,4,5,6-pentafluorophenoxy)piperidine in 100 ml of 95% ethanol was treated with 1.73 g of nitrourea and then stirred at 65° C. for five hours. After cooling to room temperature, the reaction mixture was poured into water and extracted with ethyl acetate. The organic layer was washed with water followed by a saturated sodium chloride solution and dried over anhydrous magnesium sulfate. Filtration, followed by evaporation of the solvents afforded a residue which was pur... Reactants: ClC1=CC(=NC=C1C1(CCC1)O)C#N (4-chloro-5-(1-hydroxycyclobutyl)pyridine-2-carbonitrile), FC([C@H](C)O)(F)F ((S)-1,1,1-Trifluoro-propan-2-ol). The product is OC1(CCC1)C=1C(=CC(=NC1)C#N)O[C@H](C(F)(F)F)C (5-(1-hydroxycyclobutyl)-4-[(1S)-2,2,2-trifluoro-1-methyl-ethoxy]pyridine-2-carbonitrile). As a reaction SMILES: Cl[C:2]1[C:7]([C:8]2([OH:12])[CH2:11][CH2:10][CH2:9]2)=[CH:6][N:5]=[C:4]([C:13]#[N:14])[CH:3]=1.[F:15][C:16]([F:21])([F:20])[C@@H:17]([OH:19])[CH3:18]>>[OH:12][C:8]1([C:7]2[C:2]([O:19][C@@H:17]([CH3:18])[C:16]([F:21])([F:20])[F:15])=[CH:3][C:4]([C:13]#[N:14])=[N:5][CH:6]=2)[CH2:11][CH2:10][CH2:9]1. Procedure: The title compound was synthesized in analogy to Example 123c, using 4-chloro-5-(1-hydroxycyclobutyl)pyridine-2-carbonitrile (example 126b) and (S)-1,1,1-Trifluoro-propan-2-ol (CAN 3539-97-7) as starting materials and isolated (1.2 g, 92%); MS (ESI, m/z): 287.5 (M+H+). The reactants are COC1=C(C=C2C(=CC=NC2=C1)OC1=CC=C(C=C1)NC1=NN=C(C2=CC=CC=C12)C1=CC=CC=C1)C(=O)N (7-Methoxy-4-(4-(4-phenylphthalazin-1-ylamino)phenoxy)quinoline-6-carboxamide), S(=O)(Cl)Cl (thionyl chloride). Conditions: temperature 80 celsius. Product: COC1=C(C=C2C(=CC=NC2=C1)OC1=CC=C(C=C1)NC1=NN=C(C2=CC=CC=C12)C1=CC=CC=C1)C#N (7-Methoxy-4-(4-(4-phenylphthalazin-1-ylamino)phenoxy)quinoline-6-carbonitrile). Reaction SMILES: [CH3:1][O:2][C:3]1[CH:12]=[C:11]2[C:6]([C:7]([O:13][C:14]3[CH:19]=[CH:18][C:17]([NH:20][C:21]4[C:30]5[C:25](=[CH:26][CH:27]=[CH:28][CH:29]=5)[C:24]([C:31]5[CH:36]=[CH:35][CH:34]=[CH:33][CH:32]=5)=[N:23][N:22]=4)=[CH:16][CH:15]=3)=[CH:8][CH:9]=[N:10]2)=[CH:5][C:4]=1[C:37]([NH2:39])=O.S(Cl)(Cl)=O>>[CH3:1][O:2][C:3]1[CH:12]=[C:11]2[C:6]([C:7]([O:13][C:14]3[CH:15]=[CH:16][C:17]([NH:20][C:21]4[C:30]5[C:25](=[CH:26][CH:27]=[CH:28][CH:29]=5)[C:24]([C:31]5[CH:32]=[CH:33][CH:34]=[CH:35][CH:36]=5)=[N:23][N:22]=4)=[CH:18][CH:19]=3)=[CH:8][CH:9]=[N:10]2)=[CH:5][C:4]=1[C:37]#[N:39]. Procedure: 7-Methoxy-4-(4-(4-phenylphthalazin-1-ylamino)phenoxy)quinoline-6-carboxamide (125 mg, 243 μmol) and thionyl chloride (10 ml, 24341 μmol) were combined and heated to 80° C. for 3 hours. Thionyl chloride was then removed under vacuum. The mixture was then made basic with sat. sodium bicarbonate and extracted with DCM. The organic extracts were combined, dried with sodium sulfate, filtered and concentrated. The product was purified by silica gel chromatography using a 0 to 70% gradient of 90/10/1 (... Reactants: O (water), C(=O)([O-])[O-].[K+].[K+] (K2CO3), C(Br)Br (CH2Br2), ClC1=CC(=C(C(O)=C1)O)[N+](=O)[O-] (5-chloro-3-nitro-catechol). Solvent: CN(C)C=O (DMF). Reaction conditions: temperature 140 celsius. Yields the product ClC=1C=C(C2=C(OCO2)C1)[N+](=O)[O-] (6-Chloro-4-nitro-1,3-benzodioxole). Yield: 82.0%. As a reaction SMILES: [Cl:1][C:2]1[CH:8]=[C:6]([OH:7])[C:5]([OH:9])=[C:4]([N+:10]([O-:12])=[O:11])[CH:3]=1.[C:13]([O-])([O-])=O.[K+].[K+].C(Br)Br.O>CN(C=O)C>[Cl:1][C:2]1[CH:3]=[C:4]([N+:10]([O-:12])=[O:11])[C:5]2[O:9][CH2:13][O:7][C:6]=2[CH:8]=1 |f:1.2.3|. Procedure details: Under N2 200 g of 5-chloro-3-nitro-catechol is dissolved in 1050 ml DMF. To this solution are added 204 g anhydrous, powdered K2CO3 and 220 ml CH2Br2, while stirring the mixture. The reaction mixture is refluxed for 1 hour (140° C.) and then cooled down to 80° C. After addition of 800 ml water, the mixture is cooled down to room temp. The crystalline product is filtered off and washed successively with 2×600 ml water, 2×250 ml ethanol, and 2×300 ml n-hexane. After drying under reduced pressure a...